The task is: describe an organic reaction: reactants, conditions, products, and yield. This data is from the Open Reaction Database (ORD), a public repository of structured organic reaction records. Reactants: ClC1=C(C=C2C(=CNC2=C1)C=O)C1=CC=C(C=C1)C1(CCC1)C(=O)O (1-[4-(6-chloro-3-formyl-1H-indol-5-yl)phenyl]cyclobutane carboxylic acid), Cl(=O)[O-].[Na+] (sodium chlorite), OP(=O)(O)[O-].[Na+] (sodium phosphate monobasic), CC(C)=CC (2-methyl-2-butene). Solvent: C(C)#N (acetonitrile), C(C)(C)(C)O (tert-butanol), O (water). Conditions: temperature 0 celsius, time 18 hour. Product: C(=O)(O)C1(CCC1)C1=CC=C(C=C1)C=1C=C2C(=CNC2=CC1Cl)C(=O)O (5-[4-(1-carboxycyclobutyl)phenyl]-6-chloro-1H-indole-3-carboxylic acid). Isolated yield 31.5%. Reaction SMILES: [Cl:1][C:2]1[CH:10]=[C:9]2[C:5]([C:6]([CH:11]=[O:12])=[CH:7][NH:8]2)=[CH:4][C:3]=1[C:13]1[CH:18]=[CH:17][C:16]([C:19]2([C:23]([OH:25])=[O:24])[CH2:22][CH2:21][CH2:20]2)=[CH:15][CH:14]=1.CC(=CC)C.Cl([O-])=[O:32].[Na+].OP([O-])(O)=O.[Na+]>C(#N)C.C(O)(C)(C)C.O>[C:23]([C:19]1([C:16]2[CH:17]=[CH:18][C:13]([C:3]3[CH:4]=[C:5]4[C:9](=[CH:10][C:2]=3[Cl:1])[NH:8][CH:7]=[C:6]4[C:11]([OH:32])=[O:12])=[CH:14][CH:15]=2)[CH2:22][CH2:21][CH2:20]1)([OH:25])=[O:24] |f:2.3,4.5|. Procedure: To a mixture of 1-[4-(6-chloro-3-formyl-1H-indol-5-yl)phenyl]cyclobutane carboxylic acid (120 mg, 0.30 mmol) in acetonitrile (3 mL) and tert-butanol (3 mL) was added 2-methyl-2-butene (3 mL). The reaction mixture was cooled to 0° C. and treated with a solution of sodium chlorite (550 mg, 6.00 mmol) and sodium phosphate monobasic (800 mg, 6.00 mmol) in water (3 mL) dropwise via additional funnel. The ice water bath was removed, and the reaction mixture was stirred at room temperature for 18 hours... Starting materials: [OH-].[Na+] (sodium hydroxide), O=C[C@H](O)[C@@H](O)[C@H](O)[C@H](O)CO (glucose), product, OC1=C(C=C(C=C1)C)N1N=C2C(=[N+]1[O-])C=CC=C2 (2-(2'-hydroxy-5'-methylphenyl)benzotriazole-N-oxide), S(O)(O)(=O)=O (sulfuric acid). Reagents/catalysts: C1=CC=CC=2C3=CC=CC=C3C(C12)=O (9-fluorenone). Solvent: O (water), CO (methanol). Product: OC1=C(C=CC=C1C)N1N=C2C(=N1)C=CC=C2 (2-(2'-hydroxy-methylphenyl) benzotriazole). Isolated yield 92.8%. As a reaction SMILES: [OH-].[Na+].[O:3]=C[C@@H]([C@H]([C@@H]([C@@H](CO)O)O)O)O.O[C:16]1[CH:21]=[CH:20][C:19]([CH3:22])=[CH:18][C:17]=1[N:23]1[N+:27]([O-])=[C:26]2[CH:29]=[CH:30][CH:31]=[CH:32][C:25]2=[N:24]1.S(=O)(=O)(O)O>C1C2C(=O)C3C(=CC=CC=3)C=2C=CC=1.O.CO>[OH:3][C:18]1[C:19]([CH3:22])=[CH:20][CH:21]=[CH:16][C:17]=1[N:23]1[N:27]=[C:26]2[CH:29]=[CH:30][CH:31]=[CH:32][C:25]2=[N:24]1 |f:0.1|. Reported procedure: To the wet product 12 g (~ 0.4 mol) thus obtained, is added methanol (60 ml), water (30 ml), 97% sodium hydroxide (13.0 g) and 9-fluorenone (0.5 g), and glucose (5.5 g) (0.3 mol) is further added to the mixture over an hour while stirring at 50° to 55° C. The mixture is reacted while stirring at 75° C. (boiling point) for 5 hours. As a result, the N-oxide disappears. The reaction liquor is neutralized with 62% sulfuric acid (19.8 g) to pH 8 to precipitate a crystal. The precipitated crystal is s...